From a dataset of the Open Reaction Database (ORD), a public repository of structured organic reaction records. describe an organic reaction: reactants, conditions, products, and yield The product is COC=1C=C(C=CC1C=1C=NN(C1)C)NC=1SC2=C(N1)C(CCC2)C2=CC=CC=C2 ([3-Methoxy-4-(1-methyl-1H-pyrazol-4-yl)-phenyl]-(4-phenyl-4,5,6,7-tetrahydro-benzothiazol-2-yl)-amine). Run in CO (methanol). Yield: 15.8%. The reagents and catalysts are C(C)(=O)[O-].[Pd+2].C(C)(=O)[O-] (palladium (II) acetate). Procedure: In a microwave vial a mixture of (4-bromo-3-methoxy-phenyl)-(4-phenyl-4,5,6,7-tetrahydro-benzothiazol-2-yl)-amine (120 mg, 0.289 mmol), 1-methyl-4-(4,4,5,5-tetramethyl-1,3,2-dioxaborolan-2-yl)-1H-pyrazole (185 mg, 0.88 mmol), palladium (II) acetate (6 mg 0.027 mmol) and potassium fluoride (51 mg, 0.867 mmol) in 6 ml methanol was purged with nitrogen. The vial was sealed and the mixture was irradiated for ½ h at 140° C. in a microwave oven. The reaction mixture was filtered and the filtrate was c... RXN SMILES: Br[C:2]1[CH:7]=[CH:6][C:5]([NH:8][C:9]2[S:10][C:11]3[CH2:17][CH2:16][CH2:15][CH:14]([C:18]4[CH:23]=[CH:22][CH:21]=[CH:20][CH:19]=4)[C:12]=3[N:13]=2)=[CH:4][C:3]=1[O:24][CH3:25].[CH3:26][N:27]1[CH:31]=[C:30](B2OC(C)(C)C(C)(C)O2)[CH:29]=[N:28]1.[F-].[K+]>CO.C([O-])(=O)C.[Pd+2].C([O-])(=O)C>[CH3:25][O:24][C:3]1[CH:4]=[C:5]([NH:8][C:9]2[S:10][C:11]3[CH2:17][CH2:16][CH2:15][CH:14]([C:18]4[CH:23]=[CH:22][CH:21]=[CH:20][CH:19]=4)[C:12]=3[N:13]=2)[CH:6]=[CH:7][C:2]=1[C:30]1[CH:29]=[N:28][N:27]([CH3:26])[CH:31]=1 |f:2.3,5.6.7|. The reactants are BrC1=C(C=C(C=C1)NC=1SC2=C(N1)C(CCC2)C2=CC=CC=C2)OC ((4-bromo-3-methoxy-phenyl)-(4-phenyl-4,5,6,7-tetrahydro-benzothiazol-2-yl)-amine), CN1N=CC(=C1)B1OC(C(O1)(C)C)(C)C (1-methyl-4-(4,4,5,5-tetramethyl-1,3,2-dioxaborolan-2-yl)-1H-pyrazole), [F-].[K+] (potassium fluoride). The reactants are C1(=CC=CC=C1)SC=1C=C(C=O)C=CC1 (3-(phenylsulfanyl)benzaldehyde), [C@@H]1(CCCC2=CC=CC=C12)N ((1S)-1,2,3,4-tetrahydro-1-naphthalenylamine). The product is C1(=CC=CC=C1)SC=1C=C(CN[C@H]2CCCC3=CC=CC=C23)C=CC1 (N-[3-(phenylsulfanyl)benzyl]-N-[(1S)-1,2,3,4-tetrahydro-1-naphthalenyl]amine). RXN SMILES: [C:1]1([S:7][C:8]2[CH:9]=[C:10]([CH:13]=[CH:14][CH:15]=2)[CH:11]=O)[CH:6]=[CH:5][CH:4]=[CH:3][CH:2]=1.[C@@H:16]1([NH2:26])[C:25]2[C:20](=[CH:21][CH:22]=[CH:23][CH:24]=2)[CH2:19][CH2:18][CH2:17]1>>[C:1]1([S:7][C:8]2[CH:9]=[C:10]([CH:13]=[CH:14][CH:15]=2)[CH2:11][NH:26][C@@H:16]2[C:25]3[C:20](=[CH:21][CH:22]=[CH:23][CH:24]=3)[CH2:19][CH2:18][CH2:17]2)[CH:6]=[CH:5][CH:4]=[CH:3][CH:2]=1. Procedure: The product from Example 71A and (1S)-1,2,3,4-tetrahydro-1-naphthalenylamine were processed as described in Example 1A to provide the title compound as a clear oil. (1.06 g, 46%). Starting materials: CCCn1c(=O)[nH]c(=S)c2[nH]c(C34CCC(CCC(=O)OC)(CC3)CC4)nc21, CCO, [Na+], [OH-], O. The product is CCCn1c(=O)nc(SC)c2[nH]c(C34CCC(CCC(=O)OC)(CC3)CC4)nc21. RXN SMILES: [CH3:1][O:2][C:3]([CH2:4][CH2:5][C:6]12[CH2:7][CH2:8][C:9]([c:14]3[n:15][c:16]4[n:17]([CH2:25][CH2:26][CH3:27])[c:18](=[O:24])[nH:19][c:20](=[S:23])[c:21]4[nH:22]3)([CH2:10][CH2:11]1)[CH2:12][CH2:13]2)=[O:28].[CH3:31][CH2:32][OH:33].[Na+:30].[OH-:29].[OH2:34]>>[CH3:1][O:2][C:3]([CH2:4][CH2:5][C:6]12[CH2:7][CH2:8][C:9]([c:14]3[n:15][c:16]4[n:17]([CH2:25][CH2:26][CH3:27])[c:18](=[O:24])[n:19][c:20]([S:23][CH3:31])[c:21]4[nH:22]3)([CH2:10][CH2:11]1)[CH2:12][CH2:13]2)=[O:28]. Conditions: temperature 120 celsius. Starting materials: ClC1=NC=CC(=N1)C1=C(N=C2N1C=CC=C2)C=2C=C(C(=O)NC1=C(C=CC=C1F)F)C=CC2 (3-[3-(2-Chloro-4-pyrimidinyl)imidazo[1,2-a]pyridin-2-yl]-N-(2,6-difluorophenyl)-benzamide), C[O-].[Na+] (sodium methoxide), COC1=C(C=CC(=C1)C1CCN(CC1)CC(C)C)N ({2-(methyloxy)-4-[1-(2-methylpropyl)-4-piperidinyl]phenyl}amine), C1(=CC=C(C=C1)S(=O)(=O)O)C (p-toluenesulfonic acid). RXN SMILES: Cl[C:2]1[N:7]=[C:6]([C:8]2[N:12]3[CH:13]=[CH:14][CH:15]=[CH:16][C:11]3=[N:10][C:9]=2[C:17]2[CH:18]=[C:19]([CH:31]=[CH:32][CH:33]=2)[C:20]([NH:22][C:23]2[C:28]([F:29])=[CH:27][CH:26]=[CH:25][C:24]=2[F:30])=[O:21])[CH:5]=[CH:4][N:3]=1.[CH3:34][O:35][C:36]1[CH:41]=[C:40]([CH:42]2[CH2:47][CH2:46][N:45]([CH2:48][CH:49]([CH3:51])[CH3:50])[CH2:44][CH2:43]2)[CH:39]=[CH:38][C:37]=1[NH2:52].C1(C)C=CC(S(O)(=O)=O)=CC=1.C[O-].[Na+]>C(Cl)Cl.CC(O)C>[F:30][C:24]1[CH:25]=[CH:26][CH:27]=[C:28]([F:29])[C:23]=1[NH:22][C:20](=[O:21])[C:19]1[CH:31]=[CH:32][CH:33]=[C:17]([C:9]2[N:10]=[C:11]3[CH:16]=[CH:15][CH:14]=[CH:13][N:12]3[C:8]=2[C:6]2[CH:5]=[CH:4][N:3]=[C:2]([NH:52][C:37]3[CH:38]=[CH:39][C:40]([CH:42]4[CH2:43][CH2:44][N:45]([CH2:48][CH:49]([CH3:51])[CH3:50])[CH2:46][CH2:47]4)=[CH:41][C:36]=3[O:35][CH3:34])[N:7]=2)[CH:18]=1 |f:3.4|. Reported procedure: 3-[3-(2-Chloro-4-pyrimidinyl)imidazo[1,2-a]pyridin-2-yl]-N-(2,6-difluorophenyl)-benzamide (Intermediate Example 1) (100 mg, 0.22 mmol), 2-(methyloxy)-4-[1-(2-methylpropyl)-4-piperidinyl]aniline (Example 160, step C) (51 mg, 0.19 mmol), and p-toluenesulfonic acid (98 mg, 0.52 mmol) were weighed into a 20 mL vial. 7 mL of iPrOH was added and the mixture was heated to 120° C. for 48 h. The mixture was transferred to a 50 mL round bottom and neutralized with 3 mL of 0.5 N sodium methoxide. The solve... The yield is 55.3%. Run in C(Cl)Cl (DCM), CC(C)O (iPrOH). The product is FC1=C(C(=CC=C1)F)NC(C1=CC(=CC=C1)C=1N=C2N(C=CC=C2)C1C1=NC(=NC=C1)NC1=C(C=C(C=C1)C1CCN(CC1)CC(C)C)OC)=O (N-(2,6-difluorophenyl)-3-{3-[2-({2-(methyloxy)-4-[1-(2-methylpropyl)-4-piperidinyl]phenyl}amino)-4-pyrimidinyl]imidazo[1,2-a]pyridin-2-yl}benzamide). Reactants: COc1ccc(C2(C(F)(F)F)N=N2)cc1C(O[SiH](C)C)C(C)(C)C, O=C([O-])O, CO, Cl, [K+], [K+], O=[Mn](=O)(=O)[O-], [Na+], [OH-]. Product: COc1ccc(C2(C(F)(F)F)N=N2)cc1C(=O)O. RXN SMILES: [C:1]([CH:5]([c:6]1[cH:7][c:8]([C:14]2([C:17]([F:18])([F:19])[F:20])[N:15]=[N:16]2)[cH:9][cH:10][c:11]1[O:12][CH3:13])[O:21][SiH:2]([CH3:3])[CH3:4])([CH3:22])([CH3:23])[CH3:24].[C:26]([O-:27])(=[O:28])[OH:29].[CH3:39][OH:40].[ClH:25].[K+:32].[K+:38].[Mn:33]([O-:34])(=[O:35])(=[O:36])=[O:37].[Na+:30].[OH-:31]>>[C:5]([c:6]1[cH:7][c:8]([C:14]2([C:17]([F:18])([F:19])[F:20])[N:15]=[N:16]2)[cH:9][cH:10][c:11]1[O:12][CH3:13])(=[O:21])[OH:27]. Reactants: CC(=O)OC(C)=O, CC(=O)O, CCOC(=O)Cn1c(C)c(Sc2ccc(Cl)cc2)c2c1CCCC2=NO, Cc1ccccc1C. Product: CCOC(=O)Cn1c(C)c(Sc2ccc(Cl)cc2)c2c1CCCC2=NOC(C)=O. As a reaction SMILES: [CH3:1][C:2](=[O:3])[O:4][C:5](=[O:6])[CH3:7].[CH3:42][C:43](=[O:44])[OH:45].[Cl:8][c:9]1[cH:10][cH:11][c:12]([S:15][c:16]2[c:17]([CH3:33])[n:18]([CH2:27][C:28](=[O:29])[O:30][CH2:31][CH3:32])[c:19]3[c:24]2[C:23](=[N:25][OH:26])[CH2:22][CH2:21][CH2:20]3)[cH:13][cH:14]1.[c:34]1([CH3:35])[c:36]([CH3:37])[cH:38][cH:39][cH:40][cH:41]1>>[CH3:1][C:2](=[O:3])[O:26][N:25]=[C:23]1[CH2:22][CH2:21][CH2:20][c:19]2[n:18]([CH2:27][C:28](=[O:29])[O:30][CH2:31][CH3:32])[c:17]([CH3:33])[c:16]([S:15][c:12]3[cH:11][cH:10][c:9]([Cl:8])[cH:14][cH:13]3)[c:24]21. The reactants are OC(C#CCOCC=C(C)C)C1=CC2=C(C=C1)OCO2 (1-hydroxy-4-[(3-methyl-2-butenyl)oxy)-1-(3,4-(methylenedioxy)phenyl]-2-butyne). Reagents/catalysts: [O-2].[O-2].[Mn+4] (manganese dioxide). The solvent is C(Cl)Cl (methylene chloride), C(Cl)Cl (methylene chloride). Run at time 2 hour. Yields the product CC(=CCOCC#CC(=O)C1=CC2=C(C=C1)OCO2)C (4-[(3-methyl-2-butenyl)oxy]-1-[3,4-(methylenedioxy)phenyl]-2-butyn-1-one). As a reaction SMILES: [OH:1][CH:2]([C:12]1[CH:17]=[CH:16][C:15]2[O:18][CH2:19][O:20][C:14]=2[CH:13]=1)[C:3]#[C:4][CH2:5][O:6][CH2:7][CH:8]=[C:9]([CH3:11])[CH3:10]>C(Cl)Cl.[O-2].[O-2].[Mn+4]>[CH3:10][C:9]([CH3:11])=[CH:8][CH2:7][O:6][CH2:5][C:4]#[C:3][C:2]([C:12]1[CH:17]=[CH:16][C:15]2[O:18][CH2:19][O:20][C:14]=2[CH:13]=1)=[O:1] |f:2.3.4|. Procedure details: A solution of 34.2 g (125 mmol) of 1-hydroxy-4-[(3-methyl-2-butenyl)oxy)-1-(3,4-(methylenedioxy)phenyl]-2-butyne in 350 ml of methylene chloride was added dropwise at 0° to a suspension of 163 g (1.87 mol) of manganese dioxide in 500 ml of methylene chloride. The reaction mixture was stirred at 0° for 2 hours, filtered over magnesium sulphate and concentrated. The crude product was recrystallized from ether/hexane at -50°. There was obtained 4-[(3-methyl-2-butenyl)oxy]-1-[3,4-(methylenedioxy)phe... Reactants: ClC1=CC=C(C=C1)C(C(=O)OC)C (methyl 2-(4-chloro-phenyl)-propionate), O1CCCC1 (tetrahydrofurane), C=O (formaldehyde), 1.6, C(CCC)[Li] (n-butyl lithium), C(C)(C)NC(C)C (diisopropylamine), O1CCCC1 (tetrahydrofurane). Solvent: CCCCCC (hexane). The product is ClC1=CC=C(C=C1)C(C(=O)OC)(CO)C (Methyl 2-(4-chloro-phenyl)-3-hydroxy-2-methyl-propionate). RXN SMILES: C([Li])CCC.C(NC(C)C)(C)C.[Cl:13][C:14]1[CH:19]=[CH:18][C:17]([CH:20]([CH3:25])[C:21](OC)=[O:22])=[CH:16][CH:15]=1.[CH2:26]=[O:27].[O:28]1CCC[CH2:29]1>CCCCCC>[Cl:13][C:14]1[CH:15]=[CH:16][C:17]([C:20]([CH3:25])([CH2:21][OH:22])[C:26]([O:28][CH3:29])=[O:27])=[CH:18][CH:19]=1. Procedure details: 35 ml of a 1.6 molaric solution of n-butyl lithium (61 mmol) in hexane were dropped to a solution of 8.1 ml (85 mmol) of diisopropylamine in 20 ml of tetrahydrofurane at −78° C. Subsequently, a solution of 10.0 g (50 mmol) of methyl 2-(4-chloro-phenyl)-propionate in 30 ml of tetrahydrofurane were dropped into the reaction mixture at −78° C. and subsequenty formaldehyde was introduced as gas at −20° C. within 30 minutes. The reaction mixture was extracted with ethyl acetate after addition of 5 pe... The reactants are CC=C(C)Br, [Cl-], [Mg], [NH4+], C1CCOC1, O, O=Cc1cc(-c2ccccc2)no1. Product: CC=C(C)C(O)c1cc(-c2ccccc2)no1. As a reaction SMILES: [Br:15][C:16]([CH3:17])=[CH:18][CH3:19].[Cl-:20].[Mg:14].[NH4+:21].[O:22]1[CH2:23][CH2:24][CH2:25][CH2:26]1.[OH2:27].[c:1]1(-[c:7]2[n:8][o:9][c:10]([CH:12]=[O:13])[cH:11]2)[cH:2][cH:3][cH:4][cH:5][cH:6]1>>[c:1]1(-[c:7]2[n:8][o:9][c:10]([CH:12]([OH:13])[C:16]([CH3:17])=[CH:18][CH3:19])[cH:11]2)[cH:2][cH:3][cH:4][cH:5][cH:6]1.